Dataset: the Open Reaction Database (ORD), a public repository of structured organic reaction records. Task: describe an organic reaction: reactants, conditions, products, and yield Starting materials: ClC(=O)ON=C(C#N)C1=CC=CC2=CC=CC=C12 (2-chlorocarbonyloxyimino-2-(1-naphthyl)-acetonitrile), C(C)(C)(C)O (tert-butyl alcohol), N1=CC=CC=C1 (pyridine), resultant mixture. The solvent is C1(=CC=CC=C1)C (toluene). Run at time 3 hour. Product: C(C)(C)(C)OC(=O)ON=C(C#N)C1=CC=CC2=CC=CC=C12 (2-tert-butoxycarbonyloxyimino-2-(1-naphthyl)acetonitrile). RXN SMILES: [C:1]([OH:5])([CH3:4])([CH3:3])[CH3:2].N1C=CC=CC=1.Cl[C:13]([O:15][N:16]=[C:17]([C:20]1[C:29]2[C:24](=[CH:25][CH:26]=[CH:27][CH:28]=2)[CH:23]=[CH:22][CH:21]=1)[C:18]#[N:19])=[O:14]>C1(C)C=CC=CC=1>[C:1]([O:5][C:13]([O:15][N:16]=[C:17]([C:20]1[C:29]2[C:24](=[CH:25][CH:26]=[CH:27][CH:28]=2)[CH:23]=[CH:22][CH:21]=1)[C:18]#[N:19])=[O:14])([CH3:4])([CH3:3])[CH3:2]. Procedure details: The mixture was stirred for 3 hours at the same temperature and allowed to stand overnight. A solution of tert-butyl alcohol (11.1 g.) and pyridine (12 ml.) in toluene (20 ml.) was added dropwise, under ice-cooling, to the resultant mixture containing 2-chlorocarbonyloxyimino-2-(1-naphthyl)-acetonitrile. The mixture was stirred for 6 hours at the same temperature and allowed to stand overnight. The reaction mixture was then washed with water, 1N hydrochloric acid, water, a sodium bicarbonate aqu... Reactants: NC1=NC(=NN1)N1CCOCC1 (5-amino-3-morpholino-1H-1,2,4-triazole), Cl.C(C1=CC=CC=C1)N1CC(C(CC1)C(=O)OCC)=O (1-benzyl-4-carbethoxy-3-oxo-piperidine-hydrochloride), C(C)(=O)O (acetic acid), N1=CC=CC=C1 (pyridine), N1=CC=CC=C1 (pyridine). The solvent is O (water), CC(=O)C (acetone). Run at time 8 hour. Yields the product C(C1=CC=CC=C1)C1CNC(C=2N=C3N(CC21)NC(=N3)N3CCOCC3)=O (8-Benzyl-2-morpholino-6,7,8,9-tetrahydro-pyrido[3,4-d]-1,2,4-triazolo[1,5-a]pyrimidine-5(10H)-one). Isolated yield 72.0%. RXN SMILES: [NH2:1][C:2]1[NH:6][N:5]=[C:4]([N:7]2[CH2:12][CH2:11][O:10][CH2:9][CH2:8]2)[N:3]=1.Cl.[CH2:14](N1CCC(C(OCC)=O)C(=O)C1)[C:15]1[CH:20]=[CH:19][CH:18]=[CH:17][CH:16]=1.[C:33]([OH:36])(=O)[CH3:34].[N:37]1C=[CH:41][CH:40]=[CH:39][CH:38]=1>O.CC(C)=O>[CH2:14]([CH:39]1[C:40]2[CH2:41][N:6]3[NH:5][C:4]([N:7]4[CH2:8][CH2:9][O:10][CH2:11][CH2:12]4)=[N:3][C:2]3=[N:1][C:34]=2[C:33](=[O:36])[NH:37][CH2:38]1)[C:15]1[CH:16]=[CH:17][CH:18]=[CH:19][CH:20]=1 |f:1.2|. Procedure details: A mixture of 50.8 g (0.3 mole) of 5-amino-3-morpholino-1H-1,2,4-triazole, 89.3 g (0.3 mole) of 1-benzyl-4-carbethoxy-3-oxo-piperidine-hydrochloride and 220 ml of acetic acid is refluxed for 7 hours under stirring. The reaction mixture is allowed to stand overnight, the precipitate is filtered and washed with acetone. The product thus obtained is dissolved in a mixture of 400 ml of water and 100 ml of pyridine under heating to boiling for 15 minutes. The solution is allowed to stand for a day, th... The reactants are ClC=1C=C(C(=O)OO)C=CC1 (3-Chloroperoxybenzoic acid), C(C)C=1N(C2=C(C=NC=3C=CC=CC23)N1)CC#C (2-ethyl-1-(2-propynyl)-1H-imidazo[4,5-c]quinoline). Run in C(Cl)(Cl)Cl (chloroform), C(Cl)(Cl)Cl (chloroform). Run at time 1 hour. The product is C(C)C=1N(C2=C(C=[N+](C=3C=CC=CC23)[O-])N1)CC#C (2-ethyl-1-(2-propynyl)-1H-imidazo[4,5-c]quinoline 5-oxide). Isolated yield 111.4%. As a reaction SMILES: ClC1C=C(C=CC=1)C(OO)=[O:6].[CH2:12]([C:14]1[N:15]([CH2:27][C:28]#[CH:29])[C:16]2[C:25]3[CH:24]=[CH:23][CH:22]=[CH:21][C:20]=3[N:19]=[CH:18][C:17]=2[N:26]=1)[CH3:13]>C(Cl)(Cl)Cl>[CH2:12]([C:14]1[N:15]([CH2:27][C:28]#[CH:29])[C:16]2[C:25]3[CH:24]=[CH:23][CH:22]=[CH:21][C:20]=3[N+:19]([O-:6])=[CH:18][C:17]=2[N:26]=1)[CH3:13]. Procedure: 3-Chloroperoxybenzoic acid (1.21 g of 77%, 1.15 eq.) was added in a single portion to a solution of 2-ethyl-1-(2-propynyl)-1H-imidazo[4,5-c]quinoline (1.00 g, 4.25 mmol, 1.0 eq) in chloroform (42 mL). The reaction mixture was stirred at ambient temperature for 1 hour at which time analysis by thin layer chromatography (TLC) indicated that the reaction was complete. The reaction mixture was diluted with chloroform (150 mL) and washed with aqueous saturated sodium bicarbonate (2×50 mL). The combin... The reactants are [Br-], C[S-], CCCC[N+](CCCC)(CCCC)CCCC, CC(=O)OC(Cl)C(C)C, ClCCl, [Na+], O. The product is CC(=S)OC(Cl)C(C)C. RXN SMILES: [Br-:17].[CH3:10][S-:11].[CH3:18][CH2:19][CH2:20][CH2:21][N+:22]([CH2:23][CH2:24][CH2:25][CH3:26])([CH2:27][CH2:28][CH2:29][CH3:30])[CH2:31][CH2:32][CH2:33][CH3:34].[CH3:1][C:2](=[O:3])[O:4][CH:5]([CH:6]([CH3:7])[CH3:8])[Cl:9].[Cl:13][CH2:14][Cl:15].[Na+:12].[OH2:16]>>[CH3:1][C:2]([O:4][CH:5]([CH:6]([CH3:7])[CH3:8])[Cl:9])=[S:11]. Reactants: Sc1ccc(Cl)cc1, ClCCl, Fc1ccc(F)c2c1OCC1OC21, O. Yields the product OC1COc2c(F)ccc(F)c2C1Sc1ccc(Cl)cc1. As a reaction SMILES: [Cl:14][c:15]1[cH:16][cH:17][c:18]([SH:21])[cH:19][cH:20]1.[Cl:23][CH2:24][Cl:25].[F:1][c:2]1[c:3]2[c:8]([c:9]([F:12])[cH:10][cH:11]1)[O:7][CH2:6][CH:5]1[CH:4]2[O:13]1.[OH2:22]>>[F:1][c:2]1[c:3]2[c:8]([c:9]([F:12])[cH:10][cH:11]1)[O:7][CH2:6][CH:5]([OH:13])[CH:4]2[S:21][c:18]1[cH:17][cH:16][c:15]([Cl:14])[cH:20][cH:19]1. The reactants are COc1c(N2CCC(NC(=O)C(C)NC(=O)OC(C)(C)C)C(C)(C)C2)c(F)cc2c(=O)c(C(=O)O)cn(C3CC3)c12, Cl. Product: COc1c(N2CCC(NC(=O)C(C)N)C(C)(C)C2)c(F)cc2c(=O)c(C(=O)O)cn(C3CC3)c12, Cl. As a reaction SMILES: [CH:1]1([n:4]2[cH:5][c:6]([C:39](=[O:40])[OH:41])[c:7](=[O:38])[c:8]3[cH:9][c:10]([F:37])[c:11]([N:16]4[CH2:17][C:18]([CH3:35])([CH3:36])[CH:19]([NH:22][C:23]([CH:24]([NH:25][C:26]([O:27][C:28]([CH3:29])([CH3:30])[CH3:31])=[O:32])[CH3:33])=[O:34])[CH2:20][CH2:21]4)[c:12]([O:14][CH3:15])[c:13]23)[CH2:2][CH2:3]1.[ClH:42]>>[CH:1]1([n:4]2[cH:5][c:6]([C:39](=[O:40])[OH:41])[c:7](=[O:38])[c:8]3[cH:9][c:10]([F:37])[c:11]([N:16]4[CH2:17][C:18]([CH3:35])([CH3:36])[CH:19]([NH:22][C:23]([CH:24]([NH2:25])[CH3:33])=[O:34])[CH2:20][CH2:21]4)[c:12]([O:14][CH3:15])[c:13]23)[CH2:2][CH2:3]1.[ClH:42].